This data is from the Open Reaction Database (ORD), a public repository of structured organic reaction records. The task is: describe an organic reaction: reactants, conditions, products, and yield The reactants are CCCCO, CC(C)O, CN1CC(CCCl)OC1=O, [I-], [K+], [Na+], [Na+], O=C([O-])[O-], c1ccc(N2CCNCC2)nc1. Yields the product CN1CC(CCN2CCN(c3ccccn3)CC2)OC1=O. As a reaction SMILES: [CH2:31]([OH:32])[CH2:33][CH2:34][CH3:35].[CH3:36][CH:37]([OH:38])[CH3:39].[Cl:13][CH2:14][CH2:15][CH:16]1[CH2:17][N:18]([CH3:22])[C:19](=[O:21])[O:20]1.[I-:30].[K+:29].[Na+:23].[Na+:24].[O-:25][C:26](=[O:27])[O-:28].[n:1]1[c:2]([N:7]2[CH2:8][CH2:9][NH:10][CH2:11][CH2:12]2)[cH:3][cH:4][cH:5][cH:6]1>>[n:1]1[c:2]([N:7]2[CH2:8][CH2:9][N:10]([CH2:14][CH2:15][CH:16]3[CH2:17][N:18]([CH3:22])[C:19](=[O:21])[O:20]3)[CH2:11][CH2:12]2)[cH:3][cH:4][cH:5][cH:6]1. Procedure details: The title compound was prepared from commercially available 4,5-dichloro-1,2-phenylendiamine (133 mg, 0.75 mmol) and 3-[3-(2-isobutyl-pyridin-4-yl)-phenyl]-3-oxo-propionic acid tert-butyl ester (Example K37) (265 mg, 0.75 mmol) in xylene (15 ml) under reflux conditions for 2 h according to the general procedure M. Obtained as a light brown solid (230 mg, 70%). Yield: 70.0%. Solvent: C=1(C(=CC=CC1)C)C (xylene). As a reaction SMILES: [Cl:1][C:2]1[C:7]([Cl:8])=[CH:6][C:5]([NH2:9])=[C:4]([NH2:10])[CH:3]=1.C([O:15][C:16](=O)[CH2:17][C:18]([C:20]1[CH:25]=[CH:24][CH:23]=[C:22]([C:26]2[CH:31]=[CH:30][N:29]=[C:28]([CH2:32][CH:33]([CH3:35])[CH3:34])[CH:27]=2)[CH:21]=1)=O)(C)(C)C>C1(C)C(C)=CC=CC=1>[Cl:1][C:2]1[C:7]([Cl:8])=[CH:6][C:5]2[NH:9][C:16](=[O:15])[CH2:17][C:18]([C:20]3[CH:25]=[CH:24][CH:23]=[C:22]([C:26]4[CH:31]=[CH:30][N:29]=[C:28]([CH2:32][CH:33]([CH3:34])[CH3:35])[CH:27]=4)[CH:21]=3)=[N:10][C:4]=2[CH:3]=1. Yields the product ClC1=CC2=C(NC(CC(=N2)C2=CC(=CC=C2)C2=CC(=NC=C2)CC(C)C)=O)C=C1Cl (7,8-Dichloro-4-[3-(2-isobutyl-pyridin-4-yl)-phenyl]-1,3-dihydro-benzo[b][1,4]diazepin-2-one), solid. The reactants are ClC1=CC(=C(C=C1Cl)N)N (4,5-dichloro-1,2-phenylendiamine), C(C)(C)(C)OC(CC(=O)C1=CC(=CC=C1)C1=CC(=NC=C1)CC(C)C)=O (3-[3-(2-isobutyl-pyridin-4-yl)-phenyl]-3-oxo-propionic acid tert-butyl ester).